Dataset: the Open Reaction Database (ORD), a public repository of structured organic reaction records. Task: describe an organic reaction: reactants, conditions, products, and yield The reactants are [Al+3], C1CCOC1, N#Cc1cccc(-c2cnc(-c3ccc(Cl)c(Cl)c3)[nH]2)c1, [H-], [H-], [H-], [H-], [Li+]. Product: NCc1cccc(-c2cnc(-c3ccc(Cl)c(Cl)c3)[nH]2)c1. Reaction SMILES: [Al+3:23].[CH2:28]1[O:29][CH2:30][CH2:31][CH2:32]1.[Cl:1][c:2]1[cH:3][c:4](-[c:9]2[n:10][cH:11][c:12](-[c:14]3[cH:15][c:16]([C:17]#[N:18])[cH:19][cH:20][cH:21]3)[nH:13]2)[cH:5][cH:6][c:7]1[Cl:8].[H-:22].[H-:25].[H-:26].[H-:27].[Li+:24]>>[Cl:1][c:2]1[cH:3][c:4](-[c:9]2[n:10][cH:11][c:12](-[c:14]3[cH:15][c:16]([CH2:17][NH2:18])[cH:19][cH:20][cH:21]3)[nH:13]2)[cH:5][cH:6][c:7]1[Cl:8].